Dataset: the Open Reaction Database (ORD), a public repository of structured organic reaction records. Task: describe an organic reaction: reactants, conditions, products, and yield Product: [Si](C1=CC=CC=C1)(C1=CC=CC=C1)(C(C)(C)C)O[C@@H]1C(OCC1)=O ((S)-3-(tert-butyldiphenylsilyloxy)dihydrofuran-2(3H)-one). Conditions: temperature 0 celsius, time 6 hour. Procedure details: To a stirred solution of (S)-3-hydroxydihydrofuran-2(3H)-one (5.24 g, 51.4 mmol), imidazole (3.8 g, 56 mmol), and THF (70 mL) at 0° C., under N2, was added t-butyldiphenylsilyl chloride (11.8 g, 43 mmol) dropwise. The mixture was stirred at 0° C. for 6 hours. TBME (150 mL) was added and the solution was washed with water (2×100 mL), brine (100 mL), dried over sodium sulfate, filtered, and evaporated to dryness under reduced pressure to afford (S)-3-(tert-butyldiphenylsilyloxy)dihydrofuran-2(3H)-... Run in CC(C)(C)OC (TBME). Yield: 94.9%. As a reaction SMILES: [OH:1][C@H:2]1[CH2:6][CH2:5][O:4][C:3]1=[O:7].N1C=CN=C1.C1COCC1.[Si:18](Cl)([C:31]([CH3:34])([CH3:33])[CH3:32])([C:25]1[CH:30]=[CH:29][CH:28]=[CH:27][CH:26]=1)[C:19]1[CH:24]=[CH:23][CH:22]=[CH:21][CH:20]=1>CC(OC)(C)C>[Si:18]([O:1][C@H:2]1[CH2:6][CH2:5][O:4][C:3]1=[O:7])([C:31]([CH3:34])([CH3:33])[CH3:32])([C:25]1[CH:26]=[CH:27][CH:28]=[CH:29][CH:30]=1)[C:19]1[CH:24]=[CH:23][CH:22]=[CH:21][CH:20]=1. Starting materials: O[C@@H]1C(OCC1)=O ((S)-3-hydroxydihydrofuran-2(3H)-one), N1C=NC=C1 (imidazole), C1CCOC1 (THF), [Si](C1=CC=CC=C1)(C1=CC=CC=C1)(C(C)(C)C)Cl (t-butyldiphenylsilyl chloride). Starting materials: CC=1SC(=NN1)C1=C(C=CC=C1)Cl (2-methyl-5-(2-chlorophenyl)-1,3,4-thiadiazole), CN1C(=NC=C1[N+](=O)[O-])C=O (1-methyl-5-nitroimidazole-2-carboxaldehyde), CCOCC (ether). Reagents/catalysts: [Cl-].[Cl-].[Zn+2] (ZnCl2). The solvent is C(C)(=O)O (acetic acid), C(C)(=O)OC(C)=O (acetic anhydride). Product: ClC1=C(C=CC=C1)C=1SC(=NN1)C=CC=1N(C(=CN1)[N+](=O)[O-])C (2-(2-chlorophenyl)-5-[2-(1-methyl-5-nitroimidazol-2-yl)-vinyl]-1,3,4-thiadiazole). Isolated yield 53.4%. As a reaction SMILES: [CH3:1][C:2]1[S:3][C:4]([C:7]2[CH:12]=[CH:11][CH:10]=[CH:9][C:8]=2[Cl:13])=[N:5][N:6]=1.[CH3:14][N:15]1[C:19]([N+:20]([O-:22])=[O:21])=[CH:18][N:17]=[C:16]1[CH:23]=O.CCOCC>C(O)(=O)C.C(OC(=O)C)(=O)C.[Cl-].[Cl-].[Zn+2]>[Cl:13][C:8]1[CH:9]=[CH:10][CH:11]=[CH:12][C:7]=1[C:4]1[S:3][C:2]([CH:1]=[CH:23][C:16]2[N:15]([CH3:14])[C:19]([N+:20]([O-:22])=[O:21])=[CH:18][N:17]=2)=[N:6][N:5]=1 |f:5.6.7|. Procedure details: 21 g of 2-methyl-5-(2-chlorophenyl)-1,3,4-thiadiazole and 15.5 g of 1-methyl-5-nitroimidazole-2-carboxaldehyde are heated with 0.5 g of ZnCl2 in a mixture of 100 ml of acetic acid and 50 ml of acetic anhydride for 6 hours at reflux temperature. After cooling, ether is added to the reaction mixture, and the precipitated solid is washed with water and recrystallized from dimethylformamide. 18.5 g of product is obtained, corresponding to 53% of the theory. The compound melts at 239° C. As a reaction SMILES: Br[C:2]1[CH:7]=[CH:6][C:5]([C:8]#[C:9][C:10]2([CH2:27][CH2:28][CH2:29][CH2:30][CH3:31])[CH2:15][CH2:14][CH:13]([CH:16]3[CH2:21][CH2:20][CH:19]([CH2:22][CH2:23][CH2:24][CH2:25][CH3:26])[CH2:18][CH2:17]3)[CH2:12][CH2:11]2)=[C:4]([F:32])[CH:3]=1.[C:33]([C:35]1([O:50][CH3:51])[CH2:40][CH2:39][CH:38]([CH:41]2[CH2:46][CH2:45][CH:44]([CH2:47][CH2:48][CH3:49])[CH2:43][CH2:42]2)[CH2:37][CH2:36]1)#[CH:34].N1CCCC1>C1C=CC([P]([Pd]([P](C2C=CC=CC=2)(C2C=CC=CC=2)C2C=CC=CC=2)([P](C2C=CC=CC=2)(C2C=CC=CC=2)C2C=CC=CC=2)[P](C2C=CC=CC=2)(C2C=CC=CC=2)C2C=CC=CC=2)(C2C=CC=CC=2)C2C=CC=CC=2)=CC=1>[CH2:27]([C:10]1([C:9]#[C:8][C:5]2[CH:6]=[CH:7][C:2]([C:34]#[C:33][C:35]3([O:50][CH3:51])[CH2:40][CH2:39][CH:38]([CH:41]4[CH2:46][CH2:45][CH:44]([CH2:47][CH2:48][CH3:49])[CH2:43][CH2:42]4)[CH2:37][CH2:36]3)=[CH:3][C:4]=2[F:32])[CH2:11][CH2:12][CH:13]([CH:16]2[CH2:21][CH2:20][CH:19]([CH2:22][CH2:23][CH2:24][CH2:25][CH3:26])[CH2:18][CH2:17]2)[CH2:14][CH2:15]1)[CH2:28][CH2:29][CH2:30][CH3:31] |^1:60,62,81,100|. The reactants are BrC1=CC(=C(C=C1)C#CC1(CCC(CC1)C1CCC(CC1)CCCCC)CCCCC)F (4-(4-bromo-2-fluorophenylethynyl)-4,4′-dipentylbicyclohexyl), C(#C)C1(CCC(CC1)C1CCC(CC1)CCC)OC (4-ethynyl-4-methoxy-4′-propylbicyclohexyl), N1CCCC1 (pyrrolidine). Procedure: Analogously to Example 4, 1.913 g of 4-(4-bromo-2-fluorophenylethynyl)-4,4′-dipentylbicyclohexyl are reacted with 0.997 g of 4-ethynyl-4-methoxy-4′-propylbicyclohexyl in the presence of 0.219 g of tetrakis(triphenylphosphine)palladium(0) and 5 ml of pyrrolidine, giving 4-[4-(4,4′-dipentylbicyclohexyl-4-ylethynyl)-3-fluorophenylethynyl]-4-methoxy-4′-propyl-bicyclohexyl (C 177 N (36) I, Δε −0.26, Δn −0.015). Reagents/catalysts: C=1C=CC(=CC1)[P](C=2C=CC=CC2)(C=3C=CC=CC3)[Pd]([P](C=4C=CC=CC4)(C=5C=CC=CC5)C=6C=CC=CC6)([P](C=7C=CC=CC7)(C=8C=CC=CC8)C=9C=CC=CC9)[P](C=1C=CC=CC1)(C=1C=CC=CC1)C=1C=CC=CC1 (tetrakis(triphenylphosphine)palladium(0)). Product: C(CCCC)C1(CCC(CC1)C1CCC(CC1)CCCCC)C#CC1=C(C=C(C=C1)C#CC1(CCC(CC1)C1CCC(CC1)CCC)OC)F (4-[4-(4,4′-dipentylbicyclohexyl-4-ylethynyl)-3-fluorophenylethynyl]-4-methoxy-4′-propyl-bicyclohexyl). Starting materials: ClC1=C(C=CC=C1)S (2-chlorobenzenethiol), [N+](=O)([O-])C1=C(C=CC=C1Cl)CC(=O)OCC (ethyl 2-(2-nitro-3-chlorophenyl)acetate), C([O-])([O-])=O.[K+].[K+] (potassium carbonate), CN(C=O)C (dimethylformamide). Run in O (water). Conditions: temperature 85 celsius. The product is [N+](=O)([O-])C1=C(C=CC=C1SC1=C(C=CC=C1)Cl)CC(=O)OCC (ethyl 2-[2-nitro-3-(2-chlorophenylthio)phenyl]acetate). Reaction SMILES: [Cl:1][C:2]1[CH:7]=[CH:6][CH:5]=[CH:4][C:3]=1[SH:8].[N+:9]([C:12]1[C:17](Cl)=[CH:16][CH:15]=[CH:14][C:13]=1[CH2:19][C:20]([O:22][CH2:23][CH3:24])=[O:21])([O-:11])=[O:10].C(=O)([O-])[O-].[K+].[K+].CN(C)C=O>O>[N+:9]([C:12]1[C:17]([S:8][C:3]2[CH:4]=[CH:5][CH:6]=[CH:7][C:2]=2[Cl:1])=[CH:16][CH:15]=[CH:14][C:13]=1[CH2:19][C:20]([O:22][CH2:23][CH3:24])=[O:21])([O-:11])=[O:10] |f:2.3.4|. Reported procedure: A mixture of 2-chlorobenzenethiol (8.0 g.), ethyl 2-(2-nitro-3-chlorophenyl)acetate (12.2 g.), anhydrous potassium carbonate (7.5 g.) and dry dimethylformamide (50 ml.) was stirred for an hour at 85° C. The reaction mixture was poured into water (300 ml.) and extracted with diethyl ether. The extract was washed with a saturated aqueous solution of sodium chloride, dried over magnesium sulfate and evaporated under reduced pressure. The oily residue was pulverized and recrystallized from methanol ... The reactants are C1(CCCC1)N (cyclopentyl amine), CN(C)C (trimethyl amine), NC1=NC(=C2N=CN(C2=N1)[C@@H]1O[C@@H]([C@H]([C@H]1O)O)CO)Cl ((4S,2R,3R,5R)-2-[2-amino-6-chloro-purin-9-yl]-5-(hydroxymethyl)oxolane-3,4-diol). Solvent: C(C)O (ethanol). Conditions: temperature 80 celsius, time 24 hour. Yields the product NC1=NC(=C2N=CN(C2=N1)[C@@H]1O[C@@H]([C@H]([C@H]1O)O)CO)NC1CCCC1 ((4S,2R,3R,5R)-2-[2-amino-6-(cyclopentylamino)purin-9-yl]-5-(hydroxymethyl)oxolane-3,4-diol). Reaction SMILES: [NH2:1][C:2]1[N:10]=[C:9]2[C:5]([N:6]=[CH:7][N:8]2[C@H:11]2[C@H:15]([OH:16])[C@H:14]([OH:17])[C@@H:13]([CH2:18][OH:19])[O:12]2)=[C:4](Cl)[N:3]=1.[CH:21]1([NH2:26])[CH2:25][CH2:24][CH2:23][CH2:22]1.CN(C)C>C(O)C>[NH2:1][C:2]1[N:10]=[C:9]2[C:5]([N:6]=[CH:7][N:8]2[C@H:11]2[C@H:15]([OH:16])[C@H:14]([OH:17])[C@@H:13]([CH2:18][OH:19])[O:12]2)=[C:4]([NH:26][CH:21]2[CH2:25][CH2:24][CH2:23][CH2:22]2)[N:3]=1. Procedure: To suspension of (4S,2R,3R,5R)-2-[2-amino-6-chloro-purin-9-yl]-5-(hydroxymethyl)oxolane-3,4-diol in 15 mL of ethanol was added 0.4 g of cyclopentyl amine and 10 mmol of trimethyl amine. The mixture was stirred at 80° C. for 24 hours. The residue was purified using preparative thin layer chromatography (15:1 dichloromethane:methanol) to yield (4S,2R,3R,5R)-2-[2-amino-6-(cyclopentylamino)purin-9-yl]-5-(hydroxymethyl)oxolane-3,4-diol, a compound of formula (8). Starting materials: BrC1=C(C=CC=C1)CC(=O)O (2-bromophenylacetic acid), FC1=C(N)C(=CC(=C1F)F)F (2,3,4,6-tetrafluoroaniline). As a reaction SMILES: Br[C:2]1[CH:7]=[CH:6][CH:5]=[CH:4][C:3]=1[CH2:8][C:9]([OH:11])=[O:10].[F:12][C:13]1[C:19]([F:20])=[C:18]([F:21])[CH:17]=[C:16]([F:22])[C:14]=1[NH2:15]>>[F:12][C:13]1[C:19]([F:20])=[C:18]([F:21])[CH:17]=[C:16]([F:22])[C:14]=1[NH:15][C:2]1[CH:7]=[CH:6][CH:5]=[CH:4][C:3]=1[CH2:8][C:9]([OH:11])=[O:10]. Reported procedure: In the manner described in example 3, 2-bromophenylacetic acid is condensed with 2,3,4,6-tetrafluoroaniline to yield 2-[(2,3,4,6-tetrafluorophenyl)amino]phenylacetic acid. Product: FC1=C(C(=CC(=C1F)F)F)NC1=C(C=CC=C1)CC(=O)O (2-[(2,3,4,6-tetrafluorophenyl)amino]phenylacetic acid). The reactants are O=C([O-])[O-], FC(F)(F)c1ccnc(Cl)n1, Clc1ccc(CNC2CCNC2)c(Cl)c1, [K+], [K+]. Product: FC(F)(F)c1ccnc(N2CCC(NCc3ccc(Cl)cc3Cl)C2)n1. RXN SMILES: [C:27](=[O:28])([O-:29])[O-:30].[Cl:16][c:17]1[n:18][cH:19][cH:20][c:21]([C:23]([F:24])([F:25])[F:26])[n:22]1.[Cl:1][c:2]1[c:3]([CH2:4][NH:5][CH:6]2[CH2:7][NH:8][CH2:9][CH2:10]2)[cH:11][cH:12][c:13]([Cl:15])[cH:14]1.[K+:31].[K+:32]>>[Cl:1][c:2]1[c:3]([CH2:4][NH:5][CH:6]2[CH2:7][N:8]([c:17]3[n:18][cH:19][cH:20][c:21]([C:23]([F:24])([F:25])[F:26])[n:22]3)[CH2:9][CH2:10]2)[cH:11][cH:12][c:13]([Cl:15])[cH:14]1.